Dataset: the Open Reaction Database (ORD), a public repository of structured organic reaction records. Task: describe an organic reaction: reactants, conditions, products, and yield Reactants: COc1cccc2c1OC(COS(=O)(=O)c1ccc(C)cc1)CC2, CS(C)=O, CCOC(C)=O, Fc1ccc2[nH]cc(C3=CCNCC3)c2c1. The product is COc1cccc2c1OC(CN1CC=C(c3c[nH]c4ccc(F)cc34)CC1)CC2. As a reaction SMILES: [CH3:1][c:2]1[cH:3][cH:4][c:5]([S:6]([O:7][CH2:12][CH:13]2[O:14][c:15]3[c:16]([O:23][CH3:24])[cH:17][cH:18][cH:19][c:20]3[CH2:21][CH2:22]2)(=[O:8])=[O:9])[cH:10][cH:11]1.[CH3:41][S:42]([CH3:43])=[O:44].[CH3:45][CH2:46][O:47][C:48](=[O:49])[CH3:50].[F:25][c:26]1[cH:27][c:28]2[c:29]([C:35]3=[CH:40][CH2:39][NH:38][CH2:37][CH2:36]3)[cH:30][nH:31][c:32]2[cH:33][cH:34]1>>[CH2:12]([CH:13]1[O:14][c:15]2[c:16]([O:23][CH3:24])[cH:17][cH:18][cH:19][c:20]2[CH2:21][CH2:22]1)[N:38]1[CH2:37][CH2:36][C:35]([c:29]2[c:28]3[cH:27][c:26]([F:25])[cH:34][cH:33][c:32]3[nH:31][cH:30]2)=[CH:40][CH2:39]1. Starting materials: CCC(C)(C)C(=O)OC1CC(C)C=C2C=CC(C)C(CCC(O)CC(O)CC(=O)NC(C)OC)C21, CO, N, [Na+], [OH-], O. Product: CCC(C)(C)C(=O)OC1CC(C)C=C2C=CC(C)C(CCC3CC(O)CC(=O)O3)C21, [NH4+]. As a reaction SMILES: [CH3:1][O:2][CH:3]([CH3:4])[NH:5][C:6]([CH2:7][CH:8]([CH2:9][CH:10]([CH2:11][CH2:12][CH:13]1[CH:14]([CH3:32])[CH:15]=[CH:16][C:17]2=[CH:18][CH:19]([CH3:31])[CH2:20][CH:21]([O:23][C:24]([C:25]([CH2:26][CH3:27])([CH3:28])[CH3:29])=[O:30])[CH:22]12)[OH:33])[OH:34])=[O:35].[CH3:39][OH:40].[NH3:38].[Na+:37].[OH-:36].[OH2:41]>>[C:6]1(=[O:35])[CH2:7][CH:8]([OH:34])[CH2:9][CH:10]([CH2:11][CH2:12][CH:13]2[CH:14]([CH3:32])[CH:15]=[CH:16][C:17]3=[CH:18][CH:19]([CH3:31])[CH2:20][CH:21]([O:23][C:24]([C:25]([CH2:26][CH3:27])([CH3:28])[CH3:29])=[O:30])[CH:22]23)[O:33]1.[NH4+:5]. Starting materials: FC1=C(C=CC=C1)N1N=C(CC1=O)C1=C(C=CC=C1)F (2,5-bis(2-fluorophenyl)-2,4-dihydro-3H-pyrazol-3-one), C(C)OC(OCC)OCC (triethylorthoformate). Conditions: time 1 hour. Product: C(C)O\C=C\1/C(N(N=C1C1=C(C=CC=C1)F)C1=C(C=CC=C1)F)=O ((4Z)-4-[(ethoxy)methylidene]-2,5-bis(2-fluorophenyl)-2,4-dihydro-3H-pyrazol-3-one). As a reaction SMILES: [F:1][C:2]1[CH:7]=[CH:6][CH:5]=[CH:4][C:3]=1[N:8]1[C:12](=[O:13])[CH2:11][C:10]([C:14]2[CH:19]=[CH:18][CH:17]=[CH:16][C:15]=2[F:20])=[N:9]1.[CH2:21]([O:23][CH:24](OCC)OCC)[CH3:22]>>[CH2:21]([O:23]/[CH:24]=[C:11]1\[C:12](=[O:13])[N:8]([C:3]2[CH:4]=[CH:5][CH:6]=[CH:7][C:2]=2[F:1])[N:9]=[C:10]\1[C:14]1[CH:19]=[CH:18][CH:17]=[CH:16][C:15]=1[F:20])[CH3:22]. Procedure details: 2,5-Bis(2-fluorophenyl)-2,4-dihydro-3H-pyrazol-3-one [(Example 107, Step 1), 85 mg, 0.31 mmol] and triethylorthoformate (0.057 mL, 0.34 mmol, 1.1 equiv) were combined and placed into a preheated oil bath at 100° C. for 1 hour. The mixture was cooled to ambient temperature and concentrated in vacuo, providing the titled compound. Starting materials: C[Si](C)(C)CCOCCl, CS(=O)(=O)c1ccc(Oc2cc3cc(-c4ccccn4)[nH]c3cc2CN2CCCC2=O)cn1, CN(C)C=O, [Cl-], [H-], [NH4+], [Na+]. Product: C[Si](C)(C)CCOCn1c(-c2ccccn2)cc2cc(Oc3ccc(S(C)(=O)=O)nc3)c(CN3CCCC3=O)cc21. Reaction SMILES: [CH3:36][Si:37]([CH2:38][CH2:39][O:40][CH2:41][Cl:42])([CH3:43])[CH3:44].[CH3:3][S:4](=[O:5])(=[O:6])[c:7]1[cH:8][cH:9][c:10]([O:13][c:14]2[cH:15][c:16]3[cH:17][c:18](-[c:30]4[n:31][cH:32][cH:33][cH:34][cH:35]4)[nH:19][c:20]3[cH:21][c:22]2[CH2:23][N:24]2[C:25](=[O:29])[CH2:26][CH2:27][CH2:28]2)[cH:11][n:12]1.[CH3:47][N:48]([CH3:49])[CH:50]=[O:51].[Cl-:45].[H-:1].[NH4+:46].[Na+:2]>>[CH3:3][S:4](=[O:5])(=[O:6])[c:7]1[cH:8][cH:9][c:10]([O:13][c:14]2[cH:15][c:16]3[cH:17][c:18](-[c:30]4[n:31][cH:32][cH:33][cH:34][cH:35]4)[n:19]([CH2:41][O:40][CH2:39][CH2:38][Si:37]([CH3:36])([CH3:43])[CH3:44])[c:20]3[cH:21][c:22]2[CH2:23][N:24]2[C:25](=[O:29])[CH2:26][CH2:27][CH2:28]2)[cH:11][n:12]1.